From a dataset of the Open Reaction Database (ORD), a public repository of structured organic reaction records. describe an organic reaction: reactants, conditions, products, and yield Reactants: ClCC1=C2C(=NC=C1)N(C(=C2)C2=CN(C=1C2=NC(=C(C1)OC)OC)C)S(=O)(=O)C1=CC=C(C=C1)C (3-[4-chloromethyl-1-(toluene-4-sulfonyl)-1H-pyrrolo[2,3-b]pyridin-2-yl]-5,6-dimethoxy-1-methyl-1H-pyrrolo[3,2-b]pyridine), NCC1CCN(CC1)C(=O)OC(C)(C)C (4-(aminomethyl)-1-N-Boc-piperidine). Yields the product COC1=C(C=C2C(=N1)C(=CN2C)C2=CC=1C(=NC=CC1CNCC1CCN(CC1)C(=O)OC(C)(C)C)N2S(=O)(=O)C2=CC=C(C=C2)C)OC (tert-butyl 4-({[2-(5,6-dimethoxy-1-methyl-1H-pyrrolo[3,2-b]pyridin-3-yl)-1-(toluene-4-sulfonyl)-1H-pyrrolo[2,3-b]pyridin-4-ylmethyl]amino}methyl)piperidine-1-carboxylate). Isolated yield 48.7%. Reaction SMILES: Cl[CH2:2][C:3]1[CH:8]=[CH:7][N:6]=[C:5]2[N:9]([S:26]([C:29]3[CH:34]=[CH:33][C:32]([CH3:35])=[CH:31][CH:30]=3)(=[O:28])=[O:27])[C:10]([C:12]3[C:16]4=[N:17][C:18]([O:23][CH3:24])=[C:19]([O:21][CH3:22])[CH:20]=[C:15]4[N:14]([CH3:25])[CH:13]=3)=[CH:11][C:4]=12.[NH2:36][CH2:37][CH:38]1[CH2:43][CH2:42][N:41]([C:44]([O:46][C:47]([CH3:50])([CH3:49])[CH3:48])=[O:45])[CH2:40][CH2:39]1>>[CH3:24][O:23][C:18]1[N:17]=[C:16]2[C:12]([C:10]3[N:9]([S:26]([C:29]4[CH:30]=[CH:31][C:32]([CH3:35])=[CH:33][CH:34]=4)(=[O:28])=[O:27])[C:5]4=[N:6][CH:7]=[CH:8][C:3]([CH2:2][NH:36][CH2:37][CH:38]5[CH2:43][CH2:42][N:41]([C:44]([O:46][C:47]([CH3:50])([CH3:49])[CH3:48])=[O:45])[CH2:40][CH2:39]5)=[C:4]4[CH:11]=3)=[CH:13][N:14]([CH3:25])[C:15]2=[CH:20][C:19]=1[O:21][CH3:22]. Procedure details: The product is prepared by following the procedure described in example 52c, starting with 0.3 g of 3-[4-chloromethyl-1-(toluene-4-sulfonyl)-1H-pyrrolo[2,3-b]pyridin-2-yl]-5,6-dimethoxy-1-methyl-1H-pyrrolo[3,2-b]pyridine and 0.315 g of 4-(aminomethyl)-1-N-Boc-piperidine instead of the N-Boc-ethylenediamine used in example 52c. 0.197 g of tert-butyl 4-({[2-(5,6-dimethoxy-1-methyl-1H-pyrrolo[3,2-b]pyridin-3-yl)-1-(toluene-4-sulfonyl)-1H-pyrrolo[2,3-b]pyridin-4-ylmethyl]amino}methyl)piperidine-1-ca... The reactants are [H-].[Na+] (sodium hydride), BrCCC(=O)O (3-bromopropanoic acid), Cl (hydrochloric acid), C1(=CC=CC=C1)CCOCCS (2-[2-phenylethoxy]ethane thiol). The solvent is CN(C)C=O (DMF), O (Water), CN(C)C=O (DMF), CN(C)C=O (DMF). The product is C1(=CC=CC=C1)CCOCCSCCC(=O)O (3-[2-[2-phenylethoxy]ethylthio]propanoic acid). Isolated yield 72.3%. Reaction SMILES: [C:1]1([CH2:7][CH2:8][O:9][CH2:10][CH2:11][SH:12])[CH:6]=[CH:5][CH:4]=[CH:3][CH:2]=1.[H-].[Na+].Br[CH2:16][CH2:17][C:18]([OH:20])=[O:19].Cl>CN(C=O)C.O>[C:1]1([CH2:7][CH2:8][O:9][CH2:10][CH2:11][S:12][CH2:16][CH2:17][C:18]([OH:20])=[O:19])[CH:6]=[CH:5][CH:4]=[CH:3][CH:2]=1 |f:1.2|. Procedure details: A solution of 2-[2-phenylethoxy]ethane thiol (2.13 g) in dry DMF (10 ml) was added dropwise to a cooled (0°) stirred suspension of sodium hydride (0.60 g, 80% in oil) in DMF (50 ml). The mixture was stirred at 0° for 90 min. A solution of 3-bromopropanoic acid (3.15 g) in dry DMF (10 ml) was then added dropwise and the reaction was stirred at room temperature for 16 hours. Water (250 ml) was added and the whole was acidified to pH 2/3 with concentrated hydrochloric acid. The aqueous solution was... Reactants: ClC1=C(C(=CC=C1)F)C1=NOC(=C1C(=O)OC)C=1C=NN(C1C(F)(F)F)CCOC (methyl 3-(2-chloro-6-fluorophenyl)-5-(1-(2-methoxyethyl)-5-(trifluoromethyl)-1H-pyrazol-4-yl)isoxazole-4-carboxylate), O (water), oil. The solvent is C(Cl)Cl (CH2Cl2). Conditions: temperature 0 celsius, time 1 hour. The product is ClC1=C(C(=CC=C1)F)C1=NOC(=C1C(=O)OC)C=1C=NN(C1C(F)(F)F)CCO (methyl 3-(2-chloro-6-fluorophenyl)-5-(1-(2-hydroxyethyl)-5-(trifluoromethyl)-1H-pyrazol-4-yl)isoxazole-4-carboxylate). As a reaction SMILES: [Cl:1][C:2]1[CH:7]=[CH:6][CH:5]=[C:4]([F:8])[C:3]=1[C:9]1[C:13]([C:14]([O:16][CH3:17])=[O:15])=[C:12]([C:18]2[CH:19]=[N:20][N:21]([CH2:27][CH2:28][O:29]C)[C:22]=2[C:23]([F:26])([F:25])[F:24])[O:11][N:10]=1.O>C(Cl)Cl>[Cl:1][C:2]1[CH:7]=[CH:6][CH:5]=[C:4]([F:8])[C:3]=1[C:9]1[C:13]([C:14]([O:16][CH3:17])=[O:15])=[C:12]([C:18]2[CH:19]=[N:20][N:21]([CH2:27][CH2:28][OH:29])[C:22]=2[C:23]([F:25])([F:24])[F:26])[O:11][N:10]=1. Reported procedure: To a solution of methyl 3-(2-chloro-6-fluorophenyl)-5-(1-(2-methoxyethyl)-5-(trifluoromethyl)-1H-pyrazol-4-yl)isoxazole-4-carboxylate (example I-102) (27 mg, 0.06 mmol) in CH2Cl2 (1 mL) was added Bortribromide (0.06 mmol). The mixture was stirred at 0° C. for 1 h. The mixture was poured into iced water and extracted with ethyl acetate. The organic layer was dried over sodium sulfate, filtered and concentrated under reduced pressure. The resulting oil was purified by pTLC (PE:EE 1:1) to yield exa... The reactants are CCOC(=O)CC(C)=O, CC(=O)O, O=[N+]([O-])c1ccc(F)c(F)c1F, [H-], [Na+], C1CCOC1. The product is CC(=O)Cc1c([N+](=O)[O-])ccc(F)c1F. RXN SMILES: [C:8]([CH2:9][C:10](=[O:11])[CH3:12])([O:13][CH2:14][CH3:15])=[O:16].[CH3:29][C:30](=[O:31])[OH:32].[F:17][c:18]1[c:19]([N+:26](=[O:27])[O-:28])[cH:20][cH:21][c:22]([F:25])[c:23]1[F:24].[H-:1].[Na+:2].[O:3]1[CH2:4][CH2:5][CH2:6][CH2:7]1>>[CH2:9]([C:10](=[O:11])[CH3:12])[c:18]1[c:19]([N+:26](=[O:27])[O-:28])[cH:20][cH:21][c:22]([F:25])[c:23]1[F:24]. The reactants are Cc1nc2ccccc2n1Cc1ccc(C(=O)O)cc1, NCCc1ccccc1F. Product: Cc1nc2ccccc2n1Cc1ccc(C(=O)NCCc2ccccc2F)cc1. Reaction SMILES: [CH3:11][c:12]1[n:13][c:14]2[c:15]([n:16]1[CH2:17][c:18]1[cH:19][cH:20][c:21]([C:22](=[O:23])[OH:24])[cH:25][cH:26]1)[cH:27][cH:28][cH:29][cH:30]2.[F:1][c:2]1[c:3]([CH2:8][CH2:9][NH2:10])[cH:4][cH:5][cH:6][cH:7]1>>[F:1][c:2]1[c:3]([CH2:8][CH2:9][NH:10][C:22]([c:21]2[cH:20][cH:19][c:18]([CH2:17][n:16]3[c:12]([CH3:11])[n:13][c:14]4[c:15]3[cH:27][cH:28][cH:29][cH:30]4)[cH:26][cH:25]2)=[O:23])[cH:4][cH:5][cH:6][cH:7]1.